The task is: describe an organic reaction: reactants, conditions, products, and yield. This data is from the Open Reaction Database (ORD), a public repository of structured organic reaction records. Starting materials: C=Cc1ccccc1C1C(N2C(=O)OCC2c2ccccc2)C(=O)N1C(C(=O)OC(C)(C)C)C(C)CC, ClCCl, O=C(O)C(F)(F)F. The product is C=Cc1ccccc1C1C(N2C(=O)OCC2c2ccccc2)C(=O)N1C(C(=O)O)C(C)CC. Reaction SMILES: [CH:1]([CH3:2])([CH2:3][CH3:4])[CH:5]([C:6](=[O:7])[O:8][C:9]([CH3:10])([CH3:11])[CH3:12])[N:13]1[C:14](=[O:37])[CH:15]([N:25]2[C:26](=[O:36])[O:27][CH2:28][CH:29]2[c:30]2[cH:31][cH:32][cH:33][cH:34][cH:35]2)[CH:16]1[c:17]1[c:18]([CH:19]=[CH2:20])[cH:21][cH:22][cH:23][cH:24]1.[Cl:45][CH2:46][Cl:47].[OH:38][C:39]([C:40]([F:41])([F:42])[F:43])=[O:44]>>[CH:1]([CH3:2])([CH2:3][CH3:4])[CH:5]([C:6](=[O:7])[OH:8])[N:13]1[C:14](=[O:37])[CH:15]([N:25]2[C:26](=[O:36])[O:27][CH2:28][CH:29]2[c:30]2[cH:31][cH:32][cH:33][cH:34][cH:35]2)[CH:16]1[c:17]1[c:18]([CH:19]=[CH2:20])[cH:21][cH:22][cH:23][cH:24]1. Reactants: ClC1=C(C=C2C(=C(C(NC2=C1)=O)C(=O)OCC)CCl)OC (ethyl 7-chloro-4-(chloromethyl)-6-methoxy-2-oxo-1,2-dihydro-3-quinolinecarboxylate), P(=O)(Cl)(Cl)Cl (phosphoryl chloride). Reaction conditions: time 30 minute. The product is ClC1=NC2=CC(=C(C=C2C(=C1C(=O)OCC)CCl)OC)Cl (ethyl 2,7-dichloro-4-(chloromethyl)-6-methoxy-3-quinolinecarboxylate). Reaction SMILES: [Cl:1][C:2]1[CH:11]=[C:10]2[C:5]([C:6]([CH2:18][Cl:19])=[C:7]([C:13]([O:15][CH2:16][CH3:17])=[O:14])[C:8](=O)[NH:9]2)=[CH:4][C:3]=1[O:20][CH3:21].P(Cl)(Cl)([Cl:24])=O>>[Cl:24][C:8]1[C:7]([C:13]([O:15][CH2:16][CH3:17])=[O:14])=[C:6]([CH2:18][Cl:19])[C:5]2[C:10](=[CH:11][C:2]([Cl:1])=[C:3]([O:20][CH3:21])[CH:4]=2)[N:9]=1. Reported procedure: A suspension of ethyl 7-chloro-4-(chloromethyl)-6-methoxy-2-oxo-1,2-dihydro-3-quinolinecarboxylate (116.7 g, 50 mmol) in phosphoryl chloride (100 ml) is heated to reflux for 6 hours. The phosphoryl chloride is distilled off. The residue is taken up in water and agitation is carried out for 30 min. The precipitate is filtered out and washed with water until neutrality. The precipitate is taken up in dichloromethane and with a saturated solution of sodium chloride. After filtering through a bed of... The reactants are NC1=NC(=C(C(=N1)S(=O)C)C#N)C1=NC=CC=C1 (2-amino-4-methanesulfinyl-6-pyridin-2-yl-pyrimidine-5-carbonitrile), CC=1C=CC(=NC1)CO (5-methyl-2-pyridinemethanol), C1CCC2=NCCCN2CC1 (DBU). Run in COCCOC (DME). Yields the product NC1=NC(=C(C(=N1)OCC1=NC=C(C=C1)C)C#N)C1=NC=CC=C1 (2-Amino-4-(5-methyl-pyridin-2-ylmethoxy)-6-pyridin-2-yl-pyrimidine-5-carbonitrile). As a reaction SMILES: [NH2:1][C:2]1[N:7]=[C:6](S(C)=O)[C:5]([C:11]#[N:12])=[C:4]([C:13]2[CH:18]=[CH:17][CH:16]=[CH:15][N:14]=2)[N:3]=1.[CH3:19][C:20]1[CH:21]=[CH:22][C:23]([CH2:26][OH:27])=[N:24][CH:25]=1.C1CCN2C(=NCCC2)CC1>COCCOC>[NH2:1][C:2]1[N:7]=[C:6]([O:27][CH2:26][C:23]2[CH:22]=[CH:21][C:20]([CH3:19])=[CH:25][N:24]=2)[C:5]([C:11]#[N:12])=[C:4]([C:13]2[CH:18]=[CH:17][CH:16]=[CH:15][N:14]=2)[N:3]=1. Reported procedure: From 2-amino-4-methanesulfinyl-6-pyridin-2-yl-pyrimidine-5-carbonitrile, 5-methyl-2-pyridinemethanol and DBU in DME. ES-MS m/e (%): 319 (M+H+, 100).